This data is from the Open Reaction Database (ORD), a public repository of structured organic reaction records. The task is: describe an organic reaction: reactants, conditions, products, and yield Reactants: C1(CCCCC1)N=C=NC1CCCCC1 (dicyclohexylcarbodiimide), 1-amino-polyethyleneglycol-monomethyl ether, CC1=C(C(CCC1)(C)C)/C=C/C(=C/C=C/C(=C/C(=O)O)/C)/C (retinoic acid), ON1N=NC2=C1C=CC=C2 (1-hydroxybenzotriazole). Procedure: 3.41 g (0.0165 mole) of dicyclohexylcarbodiimide (DCC) was added to 50 ml of dry dichloromethane solution of 6.98 g (0.0126 mole) of 1-amino-polyethyleneglycol-monomethyl ether (formula (IIIa), mean molecular weight 550), 4.54 g (0.0151 mole) of retinoic acid and 1.7 g (0.0126 mole) of 1-hydroxybenzotriazole and then stilled at room temperature for 8 hours in nitrogen atmosphere under shading and anhydrous condition. The reaction solution was filtered and then the solvent was removed by distilla... Isolated yield 208.3%. Product: CC1=C(C(CCC1)(C)C)/C=C/C(=C/C=C/C(=C/C(=O)N)/C)/C (retinamide). As a reaction SMILES: C1([N:7]=C=NC2CCCCC2)CCCCC1.[CH3:16][C:17]1[CH2:22][CH2:21][CH2:20][C:19]([CH3:24])([CH3:23])[C:18]=1/[CH:25]=[CH:26]/[C:27](/[CH3:37])=[CH:28]/[CH:29]=[CH:30]/[C:31](/[CH3:36])=[CH:32]/[C:33](O)=[O:34].ON1C2C=CC=CC=2N=N1>ClCCl>[CH3:16][C:17]1[CH2:22][CH2:21][CH2:20][C:19]([CH3:24])([CH3:23])[C:18]=1/[CH:25]=[CH:26]/[C:27](/[CH3:37])=[CH:28]/[CH:29]=[CH:30]/[C:31](/[CH3:36])=[CH:32]/[C:33]([NH2:7])=[O:34]. Solvent: ClCCl (dichloromethane). Run at time 8 hour.